describe an organic reaction: reactants, conditions, products, and yield From a dataset of the Open Reaction Database (ORD), a public repository of structured organic reaction records. Reactants: CN(C)c1ccncc1, CC(C)Oc1ccc(S(C)(=O)=O)cc1C(=O)O, O=C1NCc2ccc(Cl)cc21, ClCCl, c1ccncc1. Yields the product CC(C)Oc1ccc(S(C)(=O)=O)cc1C(=O)N1Cc2ccc(Cl)cc2C1=O. RXN SMILES: [CH3:35][N:36]([CH3:37])[c:38]1[cH:39][cH:40][n:41][cH:42][cH:43]1.[CH:12]([CH3:13])([CH3:14])[O:15][c:16]1[c:17]([C:18](=[O:19])[OH:20])[cH:21][c:22]([S:25](=[O:26])(=[O:27])[CH3:28])[cH:23][cH:24]1.[Cl:1][c:2]1[cH:3][cH:4][c:5]2[c:9]([cH:10]1)[C:8](=[O:11])[NH:7][CH2:6]2.[Cl:44][CH2:45][Cl:46].[cH:29]1[cH:30][cH:31][n:32][cH:33][cH:34]1>>[Cl:1][c:2]1[cH:3][cH:4][c:5]2[c:9]([cH:10]1)[C:8](=[O:11])[N:7]([C:18]([c:17]1[c:16]([O:15][CH:12]([CH3:13])[CH3:14])[cH:24][cH:23][c:22]([S:25](=[O:26])(=[O:27])[CH3:28])[cH:21]1)=[O:19])[CH2:6]2.